From a dataset of the Open Reaction Database (ORD), a public repository of structured organic reaction records. describe an organic reaction: reactants, conditions, products, and yield As a reaction SMILES: [C:11]([CH3:12])(=[O:13])[c:14]1[s:15][cH:16][c:17]([CH3:19])[n:18]1.[C:20]([OH:21])(=[O:22])[CH3:23].[C:3]([O:4][CH2:5][CH3:6])([O:7][CH2:8][CH3:9])=[O:10].[CH3:24][CH2:25][CH2:26][CH:27]([CH3:28])[CH3:29].[CH3:30][c:31]1[cH:32][cH:33][cH:34][cH:35][cH:36]1.[H-:2].[Na+:1].[OH2:37]>>[C:3]([O:7][CH2:8][CH3:9])(=[O:10])[CH2:12][C:11](=[O:13])[c:14]1[s:15][cH:16][c:17]([CH3:19])[n:18]1. The product is CCOC(=O)CC(=O)c1nc(C)cs1. Reactants: CC(=O)c1nc(C)cs1, CC(=O)O, CCOC(=O)OCC, CCCC(C)C, Cc1ccccc1, [H-], [Na+], O. Starting materials: O=C([O-])O, ClCCl, CSc1sc(C(C)=O)cc1C#N, O=C(OO)c1cccc(Cl)c1, [Na+], O. Product: CC(=O)c1cc(C#N)c(S(C)=O)s1. Reaction SMILES: [C:24](=[O:25])([OH:26])[O-:27].[CH2:30]([Cl:31])[Cl:32].[CH3:12][S:13][c:14]1[s:15][c:16]([C:21]([CH3:22])=[O:23])[cH:17][c:18]1[C:19]#[N:20].[Cl:1][c:2]1[cH:3][cH:4][cH:5][c:6]([C:7]([O:8][OH:10])=[O:9])[cH:11]1.[Na+:28].[OH2:29]>>[O:9]=[S:13]([CH3:12])[c:14]1[s:15][c:16]([C:21]([CH3:22])=[O:23])[cH:17][c:18]1[C:19]#[N:20].